Dataset: the Open Reaction Database (ORD), a public repository of structured organic reaction records. Task: describe an organic reaction: reactants, conditions, products, and yield Starting materials: C(C)(C)(C)ON=C1C=C(OC2=CC=C(C=C12)OCC(CO)O)C1=CC=2N(C=N1)C=CC2 (6-(2,3-Dihydroxy-propoxy)-2-pyrrolo[1,2-c]pyrimidin-3-yl-chromen-4-one O-tert-butyl oxime), FC(C(=O)O)(F)F (trifluoro acetic acid). Run in C1(=CC=CC=C1)C (toluene). Run at temperature 60 celsius. Product: OC(COC=1C=C2C(C=C(OC2=CC1)C1=CC=2N(C=N1)C=CC2)=NO)CO (6-(2,3-Dihydroxy-propoxy)-2-pyrrolo[1,2-c]pyrimidin-3-yl-chromen-4-one oxime). Isolated yield 43.8%. RXN SMILES: C([O:5][N:6]=[C:7]1[C:16]2[C:11](=[CH:12][CH:13]=[C:14]([O:17][CH2:18][CH:19]([OH:22])[CH2:20][OH:21])[CH:15]=2)[O:10][C:9]([C:23]2[N:28]=[CH:27][N:26]3[CH:29]=[CH:30][CH:31]=[C:25]3[CH:24]=2)=[CH:8]1)(C)(C)C.FC(F)(F)C(O)=O>C1(C)C=CC=CC=1>[OH:22][CH:19]([CH2:20][OH:21])[CH2:18][O:17][C:14]1[CH:15]=[C:16]2[C:11](=[CH:12][CH:13]=1)[O:10][C:9]([C:23]1[N:28]=[CH:27][N:26]3[CH:29]=[CH:30][CH:31]=[C:25]3[CH:24]=1)=[CH:8][C:7]2=[N:6][OH:5]. Reported procedure: A solution of 6-(2,3-Dihydroxy-propoxy)-2-pyrrolo[1,2-c]pyrimidin-3-yl-chromen-4-one O-tert-butyl oxime (example 86A) (100 mg, 0.236 mmol) in toluene (8 ml) was treated at 0° C. with trifluoro acetic acid (2 ml) and heated at 60° C. for 5.5 hours. The solution was concentrated under vacuum, the residue dissolved in ethyl acetate and washed successively with a saturated solution of sodium hydrogenocarbonate, brine, dried over sodium sulfate and concentrated. The residue was purified by silica gel... Reactants: C1OC=2C=C(CCN)C=CC2O1 (3,4-methylenedioxyphenethylamine), ClC=1C2=C(N=C(N1)C1=NC=CC=C1)SC(=C2)[N+](=O)[O-] (4-chloro-2-(pyridin-2-yl)-6-nitro-thieno-[2,3-d]-pyrimidine). Product: N1=C(C=CC=C1)C=1N=C(C2=C(N1)SC(=C2)[N+](=O)[O-])NCCC2=CC1=C(C=C2)OCO1 (2-(pyridin-2-yl)-4-(3,4-methylenedioxyphenethylamino)-6-nitro-thieno-[2,3-d]-pyrimidine). Reaction SMILES: [CH2:1]1[O:12][C:11]2[CH:10]=[CH:9][C:5]([CH2:6][CH2:7][NH2:8])=[CH:4][C:3]=2[O:2]1.Cl[C:14]1[C:15]2[CH:28]=[C:27]([N+:29]([O-:31])=[O:30])[S:26][C:16]=2[N:17]=[C:18]([C:20]2[CH:25]=[CH:24][CH:23]=[CH:22][N:21]=2)[N:19]=1>>[N:21]1[CH:22]=[CH:23][CH:24]=[CH:25][C:20]=1[C:18]1[N:19]=[C:14]([NH:8][CH2:7][CH2:6][C:5]2[CH:9]=[CH:10][C:11]3[O:12][CH2:1][O:2][C:3]=3[CH:4]=2)[C:15]2[CH:28]=[C:27]([N+:29]([O-:31])=[O:30])[S:26][C:16]=2[N:17]=1. Procedure: With the procedure of Example 1, the reaction of 3,4-methylenedioxyphenethylamine with 4-chloro-2-(pyridin-2-yl)-6-nitro-thieno-[2,3-d]-pyrimidine yields 2-(pyridin-2-yl)-4-(3,4-methylenedioxyphenethylamino)-6-nitro-thieno-[2,3-d]-pyrimidine. Reaction conditions: time 25 minute. Yield: 90.0%. Reaction SMILES: [H-].[Na+].[Cl:3][C:4]1[CH:5]=[C:6]([Cl:25])[C:7]2[C:8]3[CH2:17][CH2:16][N:15]([C:18]([O:20][C:21]([CH3:24])([CH3:23])[CH3:22])=[O:19])[CH2:14][CH2:13][C:9]=3[NH:10][C:11]=2[CH:12]=1.Br[CH2:27][CH2:28][O:29][C:30]1[CH:35]=[CH:34][CH:33]=[CH:32][CH:31]=1>CN(C=O)C>[Cl:3][C:4]1[CH:5]=[C:6]([Cl:25])[C:7]2[C:8]3[CH2:17][CH2:16][N:15]([C:18]([O:20][C:21]([CH3:22])([CH3:24])[CH3:23])=[O:19])[CH2:14][CH2:13][C:9]=3[N:10]([CH2:27][CH2:28][O:29][C:30]3[CH:35]=[CH:34][CH:33]=[CH:32][CH:31]=3)[C:11]=2[CH:12]=1 |f:0.1|. Solvent: CN(C)C=O (DMF). The reactants are [H-].[Na+] (Sodium hydride), ClC=1C=C(C=2C3=C(NC2C1)CCN(CC3)C(=O)OC(C)(C)C)Cl (tert-butyl 8,10-dichloro-1,4,5,6-tetrahydroazepino[4,5-b]indole-3(2H)-carboxylate), BrCCOC1=CC=CC=C1 (β-bromophenetole). Procedure: Sodium hydride (60% dispersion in mineral oil, 51 mg, 1.3 mmol) was added to a solution of tert-butyl 8,10-dichloro-1,4,5,6-tetrahydroazepino[4,5-b]indole-3(2H)-carboxylate (0.30 g, 0.84 mmol) in DMF (5 mL). After 25 min, β-bromophenetole was added (0.23 mL). The reaction was quenched with saturated aqueous NH4Cl after 18 h and extracted with EtOAc (3×15 mL). The combined organic extracts were washed with brine, dried over Na2SO4, decanted, and concentrated. The crude product was purified by col... The product is ClC=1C=C(C=2C3=C(N(C2C1)CCOC1=CC=CC=C1)CCN(CC3)C(=O)OC(C)(C)C)Cl (tert-Butyl 8,10-dichloro-6-(2-phenoxyethyl)-1,4,5,6-tetrahydroazepino[4,5-b]indole-3(2H)-carboxylate). The reactants are ICC (iodoethane), C(C)OCC (diethyl ether), OC1=C(C(=O)O)C=C(C=C1)S(=O)(=O)N1C=2C=CC=CC2C2=CC=CC=C2C1C (2-hydroxy-5-[(6-methylphenanthridin-5(6H)-yl)sulfonyl]benzoic acid), C([O-])([O-])=O.[K+].[K+] (potassium carbonate). Solvent: CN(C=O)C (N,N-dimethylformamide), O (water), CN(C=O)C (N,N-dimethylformamide). Run at time 8 hour. The product is C(C)OC1=C(C(=O)OCC)C=C(C=C1)S(=O)(=O)N1C=2C=CC=CC2C2=CC=CC=C2C1C (Ethyl 2-ethoxy-5-[(6-methylphenanthridin-5(6H)-yl)sulfonyl]benzoate). Yield: 42.0%. As a reaction SMILES: [OH:1][C:2]1[CH:10]=[CH:9][C:8]([S:11]([N:14]2[CH:27]([CH3:28])[C:26]3[C:21](=[CH:22][CH:23]=[CH:24][CH:25]=3)[C:20]3[CH:19]=[CH:18][CH:17]=[CH:16][C:15]2=3)(=[O:13])=[O:12])=[CH:7][C:3]=1[C:4]([OH:6])=[O:5].C(=O)([O-])[O-].[K+].[K+].I[CH2:36][CH3:37].[CH2:38](OCC)[CH3:39]>CN(C)C=O.O>[CH2:38]([O:1][C:2]1[CH:10]=[CH:9][C:8]([S:11]([N:14]2[CH:27]([CH3:28])[C:26]3[C:21](=[CH:22][CH:23]=[CH:24][CH:25]=3)[C:20]3[CH:19]=[CH:18][CH:17]=[CH:16][C:15]2=3)(=[O:13])=[O:12])=[CH:7][C:3]=1[C:4]([O:6][CH2:36][CH3:37])=[O:5])[CH3:39] |f:1.2.3|. Procedure: A stirred suspension of 2-hydroxy-5-[(6-methylphenanthridin-5(6H)-yl)sulfonyl]benzoic acid (0.5 g, 1.26 mmol) and anhydrous potassium carbonate (0.36 g, 2.6 mmol) in anhydrous N,N-dimethylformamide (5 mL) was treated drop-wise at room temperature under nitrogen with a solution of iodoethane (0.405 g, 2.6 mmol) in anhydrous N,N-dimethylformamide (1 mL). The mixture was stirred at room temperature overnight. The reaction was diluted with diethyl ether and water. The organic phase was separated and...